This data is from the Open Reaction Database (ORD), a public repository of structured organic reaction records. The task is: describe an organic reaction: reactants, conditions, products, and yield The reactants are CC(=O)[O-], CCO, O=C(CCCl)c1ccccc1, [K+], N#C[Na], O. Product: N#CCCC(=O)c1ccccc1. As a reaction SMILES: [CH3:13][C:14](=[O:15])[O-:16].[CH3:20][CH2:21][OH:22].[Cl:1][CH2:2][CH2:3][C:4](=[O:5])[c:6]1[cH:7][cH:8][cH:9][cH:10][cH:11]1.[K+:12].[Na:17][C:18]#[N:19].[OH2:23]>>[CH2:2]([CH2:3][C:4](=[O:5])[c:6]1[cH:7][cH:8][cH:9][cH:10][cH:11]1)[C:18]#[N:19].